describe an organic reaction: reactants, conditions, products, and yield From a dataset of the Open Reaction Database (ORD), a public repository of structured organic reaction records. Reactants: C(C)C(CC)(C1=CC(=C(C=C1)C#CC1(CCCCCC1)O[Si](C)(C)C)C)C1=CC(=C(C=C1)B1OC(C(O1)(C)C)(C)C)C (2-(4-{1-ethyl-1-[3-methyl-4-(1-trimethylsilanyloxy-cycloheptylethynyl)-phenyl]-propyl}-2-methyl-phenyl)-4,4,5,5-tetramethyl-[1,3,2]dioxaborolane), COC(CC1=CC=C(C=C1)Br)=O ((4-bromo-phenyl)-acetic acid methyl ester), P(=O)([O-])([O-])[O-].[K+].[K+].[K+] (potassium phosphate), [Cl-].[NH4+] (ammonium chloride). The reagents and catalysts are C=1C=CC(=CC1)[P](C=2C=CC=CC2)(C=3C=CC=CC3)[Pd]([P](C=4C=CC=CC4)(C=5C=CC=CC5)C=6C=CC=CC6)([P](C=7C=CC=CC7)(C=8C=CC=CC8)C=9C=CC=CC9)[P](C=1C=CC=CC1)(C=1C=CC=CC1)C=1C=CC=CC1 (tetrakis(triphenylphosphine)palladium). Run in CN(C=O)C (N,N-Dimethylformamide). Run at temperature 140 celsius. The product is COC(CC=1C=NC=C(C1)C1=C(C=C(C=C1)C(CC)(C1=CC(=C(C=C1)C#CC1(CCCCCC1)O[Si](C)(C)C)C)CC)C)=O ([5-(4-{1-ethyl-1-[3-methyl-4-(1-trimethylsilanyloxy-cycloheptylethynyl)-phenyl]-propyl}-2-methyl-phenyl)-pyridin-3-yl]-acetic Acid Methyl Ester). Yield: 46.0%. RXN SMILES: [CH2:1]([C:3]([C:27]1[CH:32]=[CH:31][C:30](B2OC(C)(C)C(C)(C)O2)=[C:29]([CH3:42])[CH:28]=1)([C:6]1[CH:11]=[CH:10][C:9]([C:12]#[C:13][C:14]2([O:21][Si:22]([CH3:25])([CH3:24])[CH3:23])[CH2:20][CH2:19][CH2:18][CH2:17][CH2:16][CH2:15]2)=[C:8]([CH3:26])[CH:7]=1)[CH2:4][CH3:5])[CH3:2].[CH3:43][O:44][C:45](=[O:54])[CH2:46][C:47]1[CH:52]=C[C:50](Br)=[CH:49][CH:48]=1.P([O-])([O-])([O-])=O.[K+].[K+].[K+].[Cl-].[NH4+:64]>C1C=CC([P]([Pd]([P](C2C=CC=CC=2)(C2C=CC=CC=2)C2C=CC=CC=2)([P](C2C=CC=CC=2)(C2C=CC=CC=2)C2C=CC=CC=2)[P](C2C=CC=CC=2)(C2C=CC=CC=2)C2C=CC=CC=2)(C2C=CC=CC=2)C2C=CC=CC=2)=CC=1.CN(C)C=O>[CH3:43][O:44][C:45](=[O:54])[CH2:46][C:47]1[CH:52]=[N:64][CH:50]=[C:49]([C:30]2[CH:31]=[CH:32][C:27]([C:3]([CH2:4][CH3:5])([C:6]3[CH:11]=[CH:10][C:9]([C:12]#[C:13][C:14]4([O:21][Si:22]([CH3:23])([CH3:24])[CH3:25])[CH2:15][CH2:16][CH2:17][CH2:18][CH2:19][CH2:20]4)=[C:8]([CH3:26])[CH:7]=3)[CH2:1][CH3:2])=[CH:28][C:29]=2[CH3:42])[CH:48]=1 |f:2.3.4.5,6.7,^1:68,70,89,108|. Procedure details: N,N-Dimethylformamide (2.0 mL) was added to 2-(4-{1-ethyl-1-[3-methyl-4-(1-trimethylsilanyloxy-cycloheptylethynyl)-phenyl]-propyl}-2-methyl-phenyl)-4,4,5,5-tetramethyl-[1,3,2]dioxaborolane (Example 128-(2); 64.4 mg, 0.110 mmol), (4-bromo-phenyl)-acetic acid methyl ester (30.2 mg, 0.132 mmol), tetrakis(triphenylphosphine)palladium (0) (12.7 mg, 0.0110 mmol) and potassium phosphate (35.0 mg, 0.165 mmol), and the mixture was stirred with microwave heating at 140° C. for seven minutes in a nitrogen ...